From a dataset of the Open Reaction Database (ORD), a public repository of structured organic reaction records. describe an organic reaction: reactants, conditions, products, and yield The yield is 71.8%. As a reaction SMILES: [I:1][C:2]1[CH:3]=[C:4]([CH2:8][C@H:9]([NH:13][C:14](=[O:19])[CH2:15][CH2:16][CH:17]=[CH2:18])[C:10]([OH:12])=[O:11])[CH:5]=[CH:6][CH:7]=1.Br[CH2:21][C:22]#[N:23].CCN(C(C)C)C(C)C>CN(C=O)C>[C:22]([CH2:21][O:11][C:10](=[O:12])[C@@H:9]([NH:13][C:14](=[O:19])[CH2:15][CH2:16][CH:17]=[CH2:18])[CH2:8][C:4]1[CH:5]=[CH:6][CH:7]=[C:2]([I:1])[CH:3]=1)#[N:23]. Solvent: CN(C)C=O (DMF). Product: C(#N)COC([C@H](CC1=CC(=CC=C1)I)NC(CCC=C)=O)=O ((S)-3-(3-iodo-phenyl)-2-pent-4-enoylamino-propionic acid cyanomethyl ester). Procedure: Compound 93d (0.494 g, 1.324 mmol) was dissolved in DMF (10 ml), and 2-bromoacetonitrile (0.63 g, 5.30 mmol) and DIPEA (0.341 g, 2.65 mmol) were slowly added at room temperature. After stirring at room temperature for 30 minutes, the reaction solution was concentrated under reduced pressure, and the resulting residue was purified by column chromatography (petroleum ether:ethyl acetate=5:1) to afford (S)-3-(3-iodo-phenyl)-2-pent-4-enoylamino-propionic acid cyanomethyl ester (Compound 93e) (0.392 ... Reaction conditions: time 30 minute. Reactants: BrCC#N (2-bromoacetonitrile), CCN(C(C)C)C(C)C (DIPEA), IC=1C=C(C=CC1)C[C@@H](C(=O)O)NC(CCC=C)=O ((S)-3-(3-iodophenyl)-2-(pent-4-enamido)propanoic acid). Starting materials: NC1=NC=C(C(=C1C#N)C)Br (2-amino-5-bromo-3-cyano-4-methylpyridine), FC=1C=C(C=C(C1)OC1=CC=C(C=C1)F)B(O)O (3-fluoro-5-(4-fluorophenoxy)phenylboronic acid), C([O-])([O-])=O.[K+].[K+] (potassium carbonate). The reagents and catalysts are C=1C=CC(=CC1)[P](C=2C=CC=CC2)(C=3C=CC=CC3)[Pd]([P](C=4C=CC=CC4)(C=5C=CC=CC5)C=6C=CC=CC6)([P](C=7C=CC=CC7)(C=8C=CC=CC8)C=9C=CC=CC9)[P](C=1C=CC=CC1)(C=1C=CC=CC1)C=1C=CC=CC1 (tetrakis(triphenylphosphine)palladium(0)). Run in C1(=CC=CC=C1)C (toluene). Product: NC1=NC=C(C(=C1C#N)C)C1=CC(=CC(=C1)OC1=CC=C(C=C1)F)F (2-amino-3-cyano-4-methyl-5-[3-fluoro-5-(4-fluorophenoxy)phenyl]pyridine). As a reaction SMILES: [NH2:1][C:2]1[C:7]([C:8]#[N:9])=[C:6]([CH3:10])[C:5](Br)=[CH:4][N:3]=1.[F:12][C:13]1[CH:14]=[C:15](B(O)O)[CH:16]=[C:17]([O:19][C:20]2[CH:25]=[CH:24][C:23]([F:26])=[CH:22][CH:21]=2)[CH:18]=1.C(=O)([O-])[O-].[K+].[K+]>C1(C)C=CC=CC=1.C1C=CC([P]([Pd]([P](C2C=CC=CC=2)(C2C=CC=CC=2)C2C=CC=CC=2)([P](C2C=CC=CC=2)(C2C=CC=CC=2)C2C=CC=CC=2)[P](C2C=CC=CC=2)(C2C=CC=CC=2)C2C=CC=CC=2)(C2C=CC=CC=2)C2C=CC=CC=2)=CC=1>[NH2:1][C:2]1[C:7]([C:8]#[N:9])=[C:6]([CH3:10])[C:5]([C:15]2[CH:16]=[C:17]([O:19][C:20]3[CH:25]=[CH:24][C:23]([F:26])=[CH:22][CH:21]=3)[CH:18]=[C:13]([F:12])[CH:14]=2)=[CH:4][N:3]=1 |f:2.3.4,^1:46,48,67,86|. Procedure: This compound is prepared in a manner analogous to that of Step D of Example 4, using 1.7 grams (0.008 mole) of 2-amino-5-bromo-3-cyano-4-methylpyridine, 3.0 grams (0.012 mole) of 3-fluoro-5-(4-fluorophenoxy)phenylboronic acid, 4.3 grams (0.031 mole) of potassium carbonate and 0.3 gram of tetrakis(triphenylphosphine)palladium(0) in 150 mL of toluene, yielding 2-amino-3-cyano-4-methyl-5-[3-fluoro-5-(4-fluorophenoxy)phenyl]pyridine. Reactants: B, O=C(O)Cc1ccc(Br)cn1, C1CCOC1, C1CCOC1, O. Product: OCCc1ccc(Br)cn1. As a reaction SMILES: [BH3:17].[Br:1][c:2]1[cH:3][cH:4][c:5]([CH2:8][C:9](=[O:10])[OH:11])[n:6][cH:7]1.[O:12]1[CH2:13][CH2:14][CH2:15][CH2:16]1.[O:19]1[CH2:20][CH2:21][CH2:22][CH2:23]1.[OH2:18]>>[Br:1][c:2]1[cH:3][cH:4][c:5]([CH2:8][CH2:9][OH:10])[n:6][cH:7]1. Reactants: COC(=O)OC=1C(=NC=C(C1)COC(=O)OC)C (3-methoxycarbonyloxy-5-methoxycarbonyloxymethyl-2-methylpyridine), Br (hydrobromic acid), C([O-])(O)=O.[Na+] (sodium bicarbonate). Run in C(C)O (ethanol). Reaction conditions: temperature 90 celsius. Yields the product COC(=O)OCC=1C=C(C(=NC1)C)O (5-Methoxycarbonyloxymethyl-2-methyl-3-pyridinol). RXN SMILES: COC([O:5][C:6]1[C:7]([CH3:18])=[N:8][CH:9]=[C:10]([CH2:12][O:13][C:14]([O:16][CH3:17])=[O:15])[CH:11]=1)=O.Br.C(=O)(O)[O-].[Na+]>C(O)C>[CH3:17][O:16][C:14]([O:13][CH2:12][C:10]1[CH:11]=[C:6]([OH:5])[C:7]([CH3:18])=[N:8][CH:9]=1)=[O:15] |f:2.3|. Procedure details: A solution of 1 g. of 3-methoxycarbonyloxy-5-methoxycarbonyloxymethyl-2-methylpyridine in an aqueous ethanol (10 ml. of ethanol and 5 ml. of water) was adjusted to pH 1-1.5 with 10% hydrobromic acid. The mixture was heated at 90°C for 30 minutes, then cooled and neutralized with sodium bicarbonate and extracted with ethyl acetate. The extract was dried over anhydrous sodium sulfate and concentrated into a small volume and the addition of n-hexane gave 0.45 g. of the desired product as colorless ... The reactants are S(=O)(=O)(C(F)(F)F)OS(=O)(=O)C(F)(F)F (triflic anhydride), CN(C(C=C)=O)C (N,N-dimethylacrylamide), C([O-])([O-])=O.[K+].[K+] (potassium carbonate), S1C=CC=C1 (thiophene). Run in ClCCCl (DCE), ClCCCl (DCE). Run at temperature 0 celsius, time 15 minute. Product: S1C2=C(C=C1)C(CC2)=O (5,6-Dihydro-cyclopenta[b]thiophen-4-one). As a reaction SMILES: S(OS(C(F)(F)F)(=O)=O)(C(F)(F)F)(=O)=O.CN(C)[C:18](=[O:21])[CH:19]=[CH2:20].[S:23]1[CH:27]=[CH:26][CH:25]=[CH:24]1.C(=O)([O-])[O-].[K+].[K+]>ClCCCl>[S:23]1[CH:27]=[CH:26][C:25]2[C:18](=[O:21])[CH2:19][CH2:20][C:24]1=2 |f:3.4.5|. Procedure: Over a period of 10 minutes a solution of triflic anhydride (84.7 g, 0.30 mol) in DCE (300 mL) was added to a cold solution of N,N-dimethylacrylamide (29.8 g, 0.30 mol) in DCE (2700 mL). The mixture was stirred for 15 minutes at 0° C. A solution of thiophene (25.3 g, 0.30 mol) was added and the mixture was refluxed for seven hours. A solution of potassium carbonate (150 g in 200 mL of water) was added. The mixture was extracted two times with DCM dried over sodium sulphate and evaporated under r...